Dataset: the Open Reaction Database (ORD), a public repository of structured organic reaction records. Task: describe an organic reaction: reactants, conditions, products, and yield Reactants: FC1=CC=C(C=C1)N1C(=C(C=C1C1=CC=C(C=C1)S(=O)(=O)C)COC1=CC=C(C=C1)OCC1=CC=CC=C1)C (1-(4-Fluorophenyl)-3-(4-benzyloxyphenoxy)methyl-2-methyl-5-(4-methylsulfonylphenyl)pyrrole). The reagents and catalysts are [Pd] (Pd/C). Solvent: CCO (EtOH). Yields the product FC1=CC=C(C=C1)N1C(=C(C=C1C1=CC=C(C=C1)S(=O)(=O)C)COC1=CC=C(C=C1)O)C (1-(4-Fluorophenyl)-3-(4-hydroxyphenoxy)methyl-2-methyl-5-(4-methylsulfonylphenyl)pyrrole). Reaction SMILES: [F:1][C:2]1[CH:7]=[CH:6][C:5]([N:8]2[C:12]([C:13]3[CH:18]=[CH:17][C:16]([S:19]([CH3:22])(=[O:21])=[O:20])=[CH:15][CH:14]=3)=[CH:11][C:10]([CH2:23][O:24][C:25]3[CH:30]=[CH:29][C:28]([O:31]CC4C=CC=CC=4)=[CH:27][CH:26]=3)=[C:9]2[CH3:39])=[CH:4][CH:3]=1>CCO.[Pd]>[F:1][C:2]1[CH:3]=[CH:4][C:5]([N:8]2[C:12]([C:13]3[CH:14]=[CH:15][C:16]([S:19]([CH3:22])(=[O:21])=[O:20])=[CH:17][CH:18]=3)=[CH:11][C:10]([CH2:23][O:24][C:25]3[CH:26]=[CH:27][C:28]([OH:31])=[CH:29][CH:30]=3)=[C:9]2[CH3:39])=[CH:6][CH:7]=1. Reported procedure: Compound 8 (from Example B) (1 mmol.) is dissolved in EtOH (25 mL) and 10% Pd/C (25 mg) is added. The reaction mixture is stirred under an atmosphere of H2 and monitored by tlc. When the reaction is complete, the solution is filtered and evaporated to afford a residue which, after purification by HPLC, affords title compound 9. The reactants are CCOC(=O)c1c(C)n(C)c(-c2ccc(Br)cc2)cc1=O, Cl, [Na+], [OH-], O. Yields the product Cc1c(C(=O)O)c(=O)cc(-c2ccc(Br)cc2)n1C. As a reaction SMILES: [Br:2][c:3]1[cH:4][cH:5][c:6](-[c:9]2[n:10]([CH3:22])[c:11]([CH3:21])[c:12]([C:13](=[O:14])[O:15][CH2:16][CH3:17])[c:18](=[O:20])[cH:19]2)[cH:7][cH:8]1.[ClH:1].[Na+:24].[OH-:23].[OH2:25]>>[Br:2][c:3]1[cH:4][cH:5][c:6](-[c:9]2[n:10]([CH3:22])[c:11]([CH3:21])[c:12]([C:13](=[O:14])[OH:15])[c:18](=[O:20])[cH:19]2)[cH:7][cH:8]1. Reactants: O=C([O-])O, CC(=O)Oc1cc2cc(C(=O)CN3CCOCC3)oc2c(C)c1C, CO, [Na+]. The product is Cc1c(O)cc2cc(C(=O)CN3CCOCC3)oc2c1C. RXN SMILES: [C:25](=[O:26])([OH:27])[O-:28].[CH3:1][c:2]1[c:3]([CH3:24])[c:4]2[c:5]([cH:6][c:7]([C:9]([CH2:10][N:11]3[CH2:12][CH2:13][O:14][CH2:15][CH2:16]3)=[O:17])[o:8]2)[cH:18][c:19]1[O:20][C:21](=[O:22])[CH3:23].[CH3:30][OH:31].[Na+:29]>>[CH3:1][c:2]1[c:3]([CH3:24])[c:4]2[c:5]([cH:6][c:7]([C:9]([CH2:10][N:11]3[CH2:12][CH2:13][O:14][CH2:15][CH2:16]3)=[O:17])[o:8]2)[cH:18][c:19]1[OH:20]. The reactants are C, COCCOc1cc([N+](=O)[O-])c2[nH]c(C3=NCC(C(OC)OC)S3)cc2c1, CCO, NN, O, [Pd]. Yields the product COCCOc1cc(N)c2[nH]c(C3=NCC(C(OC)OC)S3)cc2c1. As a reaction SMILES: [C:34].[CH3:1][O:2][CH:3]([CH:4]1[CH2:5][N:6]=[C:7]([c:9]2[nH:10][c:11]3[c:12]([N+:23]([O-:24])=[O:25])[cH:13][c:14]([O:18][CH2:19][CH2:20][O:21][CH3:22])[cH:15][c:16]3[cH:17]2)[S:8]1)[O:26][CH3:27].[CH3:31][CH2:32][OH:33].[NH2:29][NH2:30].[OH2:28].[Pd:35]>>[CH3:1][O:2][CH:3]([CH:4]1[CH2:5][N:6]=[C:7]([c:9]2[nH:10][c:11]3[c:12]([NH2:23])[cH:13][c:14]([O:18][CH2:19][CH2:20][O:21][CH3:22])[cH:15][c:16]3[cH:17]2)[S:8]1)[O:26][CH3:27]. The reactants are C([O-])(O)=O.[Na+] (sodium bicarbonate), COC=1C=C2CC(N(C2=CC1)C)=O (5-methoxy-1-methyl-2-indolinone), P12(=S)SP3(=S)SP(=S)(S1)SP(=S)(S2)S3 (phosphorus pentasulfide). Solvent: O1CCCC1 (tetrahydrofuran). Reaction conditions: temperature 50 celsius. Yields the product CN1C(CC2=CC(=CC=C12)OC)=S (1-Methyl-5-Methoxy-2-Indolinethione). As a reaction SMILES: C(=O)(O)[O-].[Na+].[CH3:6][O:7][C:8]1[CH:9]=[C:10]2[C:14](=[CH:15][CH:16]=1)[N:13]([CH3:17])[C:12](=O)[CH2:11]2.P12(SP3(SP(SP(S3)(S1)=S)(=S)S2)=S)=[S:20]>O1CCCC1>[CH3:17][N:13]1[C:14]2[C:10](=[CH:9][C:8]([O:7][CH3:6])=[CH:16][CH:15]=2)[CH2:11][C:12]1=[S:20] |f:0.1|. Procedure details: 18.5 g (0.22 mol) of sodium bicarbonate are added to a solution of 19.5 g (0.11 mol) of 5-methoxy-1-methyl-2-indolinone prepared according to A. H. BECKETT, R. W. DAISLEY and J. WALKER (Tetrahedron 1968, 24 6093) and 16.5 g (0.037 mol) of phosphorus pentasulfide in 200 ml of tetrahydrofuran. The reaction medium is heated to a temperature of 50° C. for 1 h 30 min and then filtered and concentrated on a water bath under vacuum. The residue is taken up with ice-cold water and the mixture is extract... Starting materials: OCC(C(=O)OC)(C)C (methyl 3-hydroxy-2,2-dimethylpropionate), N1=CC=CC=C1 (pyridine), C(C)(=O)Cl (acetyl chloride). Run in C(Cl)Cl (methylene chloride). Conditions: time 18 hour. Product: C(C)(=O)OCC(C(=O)OC)(C)C (methyl 3-acetoxy-2,2-dimethylpropionate). Isolated yield 60.4%. As a reaction SMILES: [OH:1][CH2:2][C:3]([CH3:9])([CH3:8])[C:4]([O:6][CH3:7])=[O:5].N1C=CC=CC=1.[C:16](Cl)(=[O:18])[CH3:17]>C(Cl)Cl>[C:16]([O:1][CH2:2][C:3]([CH3:9])([CH3:8])[C:4]([O:6][CH3:7])=[O:5])(=[O:18])[CH3:17]. Procedure details: Under an argon atmosphere a stirred solution of 10.0 grams (0.076 mole) of methyl 3-hydroxy-2,2-dimethylpropionate and 6.6 grams (0.083 mole) of pyridine in 40 ml of dry methylene chloride was cooled to 0°. To this 6.0 grams (0.076 mole) of acetyl chloride was added dropwise. Upon completion of addition the reaction mixture was allowed to warm to ambient temperature where it was stirred for 18 hours. The reaction mixture was washed with 50 ml of water, two portions of 50 ml each of an aqueous so... Product: O=S(=O)(c1ccc(-c2ccccc2)cc1)N1CCC(c2nc3ccccc3[nH]2)CC1. Reaction SMILES: [CH:32]([N:33]([CH2:34][CH3:35])[CH:36]([CH3:37])[CH3:38])([CH3:39])[CH3:40].[Cl:41][CH2:42][Cl:43].[NH:17]1[CH2:18][CH2:19][CH:20]([c:23]2[n:24][c:25]3[c:26]([nH:27]2)[cH:28][cH:29][cH:30][cH:31]3)[CH2:21][CH2:22]1.[c:1]1(-[c:11]2[cH:12][cH:13][cH:14][cH:15][cH:16]2)[cH:2][cH:3][c:4]([S:7](=[O:8])(=[O:9])[Cl:10])[cH:5][cH:6]1>>[c:1]1(-[c:11]2[cH:12][cH:13][cH:14][cH:15][cH:16]2)[cH:2][cH:3][c:4]([S:7](=[O:8])(=[O:9])[N:17]2[CH2:18][CH2:19][CH:20]([c:23]3[nH:24][c:25]4[c:26]([n:27]3)[cH:28][cH:29][cH:30][cH:31]4)[CH2:21][CH2:22]2)[cH:5][cH:6]1. Reactants: CCN(C(C)C)C(C)C, ClCCl, c1ccc2[nH]c(C3CCNCC3)nc2c1, O=S(=O)(Cl)c1ccc(-c2ccccc2)cc1. Starting materials: C1CCNCC1, CCO, O=Cc1cnn2c(NC3CC3)cc(-c3cccc(O)c3)nc12, O=C1CNC(=O)N1. Yields the product O=C1NC(=O)C(=Cc2cnn3c(NC4CC4)cc(-c4cccc(O)c4)nc23)N1. Reaction SMILES: [CH2:23]1[CH2:24][CH2:25][NH:26][CH2:27][CH2:28]1.[CH3:36][CH2:37][OH:38].[CH:1]1([NH:4][c:5]2[cH:6][c:7](-[c:16]3[cH:17][c:18]([OH:22])[cH:19][cH:20][cH:21]3)[n:8][c:9]3[n:10]2[n:11][cH:12][c:13]3[CH:14]=[O:15])[CH2:2][CH2:3]1.[O:29]=[C:30]1[CH2:31][NH:32][C:33](=[O:34])[NH:35]1>>[CH:1]1([NH:4][c:5]2[cH:6][c:7](-[c:16]3[cH:17][c:18]([OH:22])[cH:19][cH:20][cH:21]3)[n:8][c:9]3[n:10]2[n:11][cH:12][c:13]3[CH:14]=[C:31]2[C:30](=[O:29])[NH:35][C:33](=[O:34])[NH:32]2)[CH2:2][CH2:3]1. Reactants: FC(C=1C=C2CCNCC2=CC1)(F)F (6-trifluoromethyl-1,2,3,4-tetrahydro-isoquinoline), CS(=O)(=O)C=1C=CC(=C(C(=O)O)C1)O[C@H](C(F)(F)F)C (5-methanesulfonyl-2-((S)-2,2,2-trifluoro-1-methyl-ethoxy)-benzoic acid). The product is CS(=O)(=O)C=1C=CC(=C(C1)C(=O)N1CC2=CC=C(C=C2CC1)C(F)(F)F)O[C@H](C(F)(F)F)C ([5-Methanesulfonyl-2-((S)-2,2,2-trifluoro-1-methyl-ethoxy)-phenyl]-(6-trifluoromethyl-3,4-dihydro-1H-isoquinolin-2-yl)-methanone). Reaction SMILES: [F:1][C:2]([F:14])([F:13])[C:3]1[CH:4]=[C:5]2[C:10](=[CH:11][CH:12]=1)[CH2:9][NH:8][CH2:7][CH2:6]2.[CH3:15][S:16]([C:19]1[CH:20]=[CH:21][C:22]([O:28][C@@H:29]([CH3:34])[C:30]([F:33])([F:32])[F:31])=[C:23]([CH:27]=1)[C:24](O)=[O:25])(=[O:18])=[O:17]>>[CH3:15][S:16]([C:19]1[CH:20]=[CH:21][C:22]([O:28][C@@H:29]([CH3:34])[C:30]([F:31])([F:32])[F:33])=[C:23]([C:24]([N:8]2[CH2:7][CH2:6][C:5]3[C:10](=[CH:11][CH:12]=[C:3]([C:2]([F:1])([F:13])[F:14])[CH:4]=3)[CH2:9]2)=[O:25])[CH:27]=1)(=[O:18])=[O:17]. Procedure details: Prepared in analogy to example 1.1 from 6-trifluoromethyl-1,2,3,4-tetrahydro-isoquinoline and 5-methanesulfonyl-2-((S)-2,2,2-trifluoro-1-methyl-ethoxy)-benzoic acid (example 2.2). MS (m/e): 496.0 (M+H+).